From a dataset of the Open Reaction Database (ORD), a public repository of structured organic reaction records. describe an organic reaction: reactants, conditions, products, and yield Starting materials: C(#N)NC(CCCCC=1N=C(SC1)NC(=N)N)=N (N-cyano-5-(2-guanidinothiazol-4-yl)pentanoamidine), CO (methanol), Cl (Hydrogen chloride). Solvent: C(Cl)(Cl)Cl (chloroform). Yields the product O.Cl.Cl.C(N)(=O)NC(CCCCC=1N=C(SC1)NC(=N)N)=N (N-carbamoyl-5-(2-guanidinothiazol-4-yl)pentanoamidine dihydrochloride monohydrate). As a reaction SMILES: [C:1]([NH:3][C:4](=[NH:18])[CH2:5][CH2:6][CH2:7][CH2:8][C:9]1[N:10]=[C:11]([NH:14][C:15]([NH2:17])=[NH:16])[S:12][CH:13]=1)#[N:2].[ClH:19].C[OH:21]>C(Cl)(Cl)Cl>[OH2:21].[ClH:19].[ClH:19].[C:1]([NH:3][C:4](=[NH:18])[CH2:5][CH2:6][CH2:7][CH2:8][C:9]1[N:10]=[C:11]([NH:14][C:15]([NH2:17])=[NH:16])[S:12][CH:13]=1)(=[O:21])[NH2:2] |f:4.5.6.7|. Procedure: 1 g of N-cyano-5-(2-guanidinothiazol-4-yl)pentanoamidine was suspended in a mixture of 20 ml of methanol and 30 ml of chloroform. Hydrogen chloride gas was passed through the suspension for 1.5 hour at -5° to 5° C. and the reaction solution was concentrated under reduced pressure. The oily residue was recrystallized from a mixture of methanol and ether containing a small amount of water to provide 1.1 g of N-carbamoyl-5-(2-guanidinothiazol-4-yl)pentanoamidine dihydrochloride monohydrate having a...